From a dataset of the Open Reaction Database (ORD), a public repository of structured organic reaction records. describe an organic reaction: reactants, conditions, products, and yield The reactants are BrC=1C=CC(=C(C=O)C1)O (5-bromo-2-hydroxybenzaldehyde), ClCCN1CCCC1 (1-(2-chloroethyl)pyrrolidine), C([O-])([O-])=O.[K+].[K+] (potassium carbonate). Reaction conditions: temperature 75 celsius, time 2 hour. Yields the product BrC=1C=CC(=C(C=O)C1)OCCN1CCCC1 (5-bromo-2-(2-pyrrolidin-1-ylethoxy)benzaldehyde). As a reaction SMILES: [Br:1][C:2]1[CH:3]=[CH:4][C:5]([OH:10])=[C:6]([CH:9]=1)[CH:7]=[O:8].Cl[CH2:12][CH2:13][N:14]1[CH2:18][CH2:17][CH2:16][CH2:15]1.C(=O)([O-])[O-].[K+].[K+]>>[Br:1][C:2]1[CH:3]=[CH:4][C:5]([O:10][CH2:12][CH2:13][N:14]2[CH2:18][CH2:17][CH2:16][CH2:15]2)=[C:6]([CH:9]=1)[CH:7]=[O:8] |f:2.3.4|. Procedure details: A suspension of 6.00 g (29.85 mmol) of 5-bromo-2-hydroxybenzaldehyde, 5.84 g (3.43 mmol) of 1-(2-chloroethyl)pyrrolidine, and 12.38 g (89.54 mmol) of potassium carbonate was stirred for 2 hours at 50° C. and for 2 hours at 75° C., cooled to RT, filtered, and evaporated down in vacuo. The crude product was purified by column chromatography (silica gel, gradient EtOAc/MeOH 100:0→85:15). Yield: 5.89 g (66% of theoretical); C13H16BrNO2 (M=298.176); calc.: molpeak (M+H)+: 298/300 (Br); found: molpeak... Starting materials: CCO, N#CCc1ccccc1Oc1cccc(F)c1, [K+], [OH-], O. The product is O=C(O)Cc1ccccc1Oc1cccc(F)c1. Reaction SMILES: [CH3:21][CH2:22][OH:23].[F:1][c:2]1[cH:3][c:4]([O:5][c:6]2[c:7]([CH2:12][C:13]#[N:14])[cH:8][cH:9][cH:10][cH:11]2)[cH:15][cH:16][cH:17]1.[K+:19].[OH-:18].[OH2:20]>>[F:1][c:2]1[cH:3][c:4]([O:5][c:6]2[c:7]([CH2:12][C:13](=[O:18])[OH:20])[cH:8][cH:9][cH:10][cH:11]2)[cH:15][cH:16][cH:17]1.